From a dataset of the Open Reaction Database (ORD), a public repository of structured organic reaction records. describe an organic reaction: reactants, conditions, products, and yield The reactants are CC(C)(C)[Si](C)(C)OCCBr, C1CCOC1, [Cl-], CCCC(O)(c1cccc(Cl)c1)C1CCCN(C(=O)OC(C)(C)C)C1, [H-], [NH4+], [Na+]. Product: CCCC(OCCO[Si](C)(C)C(C)(C)C)(c1cccc(Cl)c1)C1CCCN(C(=O)OC(C)(C)C)C1. As a reaction SMILES: [Br:28][CH2:29][CH2:30][O:31][Si:32]([CH3:33])([CH3:34])[C:35]([CH3:36])([CH3:37])[CH3:38].[CH2:41]1[O:42][CH2:43][CH2:44][CH2:45]1.[Cl-:39].[Cl:3][c:4]1[cH:5][c:6]([C:10]([CH2:11][CH2:12][CH3:13])([OH:14])[CH:15]2[CH2:16][N:17]([C:21](=[O:22])[O:23][C:24]([CH3:25])([CH3:26])[CH3:27])[CH2:18][CH2:19][CH2:20]2)[cH:7][cH:8][cH:9]1.[H-:2].[NH4+:40].[Na+:1]>>[Cl:3][c:4]1[cH:5][c:6]([C:10]([CH2:11][CH2:12][CH3:13])([O:14][CH2:29][CH2:30][O:31][Si:32]([CH3:33])([CH3:34])[C:35]([CH3:36])([CH3:37])[CH3:38])[CH:15]2[CH2:16][N:17]([C:21](=[O:22])[O:23][C:24]([CH3:25])([CH3:26])[CH3:27])[CH2:18][CH2:19][CH2:20]2)[cH:7][cH:8][cH:9]1. Product: C(C1=CC=CC=C1)(=O)C1=CC=C(C=C1)C(C1=CC=CC=C1)=O (1,4-dibenzoylbenzene). Reaction SMILES: [Cl-].[Al+3].[Cl-].[Cl-].[C:5](Cl)(=[O:15])[C:6]1[CH:14]=[CH:13][C:9]([C:10](Cl)=[O:11])=[CH:8][CH:7]=1.O.[CH:18]1[CH:23]=[CH:22][CH:21]=[CH:20][CH:19]=1>>[C:5]([C:6]1[CH:14]=[CH:13][C:9]([C:10](=[O:11])[C:6]2[CH:14]=[CH:13][CH:9]=[CH:8][CH:7]=2)=[CH:8][CH:7]=1)(=[O:15])[C:18]1[CH:23]=[CH:22][CH:21]=[CH:20][CH:19]=1 |f:0.1.2.3|. Reactants: C1=CC=CC=C1 (benzene), C(C1=CC=C(C(=O)Cl)C=C1)(=O)Cl (terephthaloyl chloride), [Cl-].[Al+3].[Cl-].[Cl-] (aluminium chloride), C1=CC=CC=C1 (benzene), O (water). Procedure details: To a stirred slurry of 50 g of aluminium chloride in 150 ml of benzene under reflux was added dropwise 40 g of terephthaloyl chloride dissolved in 250 ml of benzene. When the addition was complete the reaction was refluxed for 15 minutes, and 250 ml of water was added slowly. The benzene layer was separated and the aqueous layer was extracted with methylene chloride (2×300 ml). The combined orgainic layers were washed with 1m NaOH solution (2×400 ml) and water (400 ml), dried (MgSO4), filtered, ...